The task is: describe an organic reaction: reactants, conditions, products, and yield. This data is from the Open Reaction Database (ORD), a public repository of structured organic reaction records. Starting materials: FC=1C=C(C=CC1O)C=1OC2=C(N1)C=CC(=C2)OC[C@H](C)NC(C)=O (N-((2S)-1-((2-(3-fluoro-4-hydroxyphenyl)-1,3-benzoxazol-6-yl)oxy)propan-2-yl)acetamide), C(C)(C)I (isopropyl iodide). The product is FC=1C=C(C=CC1OC(C)C)C=1OC2=C(N1)C=CC(=C2)OC[C@H](C)NC(C)=O (N-((2S)-1-((2-(3-fluoro-4-isopropoxyphenyl)-1,3-benzoxazol-6-yl)oxy)propan-2-yl)acetamide). RXN SMILES: [F:1][C:2]1[CH:3]=[C:4]([C:9]2[O:10][C:11]3[CH:17]=[C:16]([O:18][CH2:19][C@@H:20]([NH:22][C:23](=[O:25])[CH3:24])[CH3:21])[CH:15]=[CH:14][C:12]=3[N:13]=2)[CH:5]=[CH:6][C:7]=1[OH:8].[CH:26](I)([CH3:28])[CH3:27]>>[F:1][C:2]1[CH:3]=[C:4]([C:9]2[O:10][C:11]3[CH:17]=[C:16]([O:18][CH2:19][C@@H:20]([NH:22][C:23](=[O:25])[CH3:24])[CH3:21])[CH:15]=[CH:14][C:12]=3[N:13]=2)[CH:5]=[CH:6][C:7]=1[O:8][CH:26]([CH3:28])[CH3:27]. Procedure details: Using N-((2S)-1-((2-(3-fluoro-4-hydroxyphenyl)-1,3-benzoxazol-6-yl)oxy)propan-2-yl)acetamide and isopropyl iodide, and in the same manner as in Example 5, the title compound was obtained. The reactants are CCI, CN(C)C=O, [H-], [H][H], [Na+], CC(CO)c1ccc2c(=O)c3ccccc3ccc2c1, O. The product is CCOCC(C)c1ccc2c(=O)c3ccccc3ccc2c1. RXN SMILES: [CH2:25]([CH3:26])[I:27].[CH3:29][N:30]([CH3:31])[CH:32]=[O:33].[H-:1].[H:23][H:24].[Na+:2].[O:3]=[c:4]1[c:5]2[c:6]([cH:7][cH:8][c:9]3[c:10]1[cH:11][cH:12][c:13]([CH:15]([CH2:16][OH:17])[CH3:18])[cH:14]3)[cH:19][cH:20][cH:21][cH:22]2.[OH2:28]>>[O:3]=[c:4]1[c:5]2[c:6]([cH:7][cH:8][c:9]3[c:10]1[cH:11][cH:12][c:13]([CH:15]([CH2:16][O:17][CH2:25][CH3:26])[CH3:18])[cH:14]3)[cH:19][cH:20][cH:21][cH:22]2. The reactants are COC=1C=C(C(=CC1OC)Cl)C=CC=CC(=O)O (5-(3,4-Dimethoxy-6-chlorophenyl)-2,4-pentadienoic acid), B(Br)(Br)Br.ClCCl (boron tribromide dichloromethane). The solvent is ClCCl (dichloromethane). Reaction conditions: temperature 20 celsius, time 24 hour. Product: OC=1C=C(C(=CC1O)Cl)C=CC=CC(=O)O (5-(3,4-Dihydroxy-6-chlorophenyl)-2,4-pentadienoic acid). The yield is 45.5%. Reaction SMILES: C[O:2][C:3]1[CH:4]=[C:5]([CH:12]=[CH:13][CH:14]=[CH:15][C:16]([OH:18])=[O:17])[C:6]([Cl:11])=[CH:7][C:8]=1[O:9]C.B(Br)(Br)Br.ClCCl>ClCCl>[OH:2][C:3]1[CH:4]=[C:5]([CH:12]=[CH:13][CH:14]=[CH:15][C:16]([OH:18])=[O:17])[C:6]([Cl:11])=[CH:7][C:8]=1[OH:9] |f:1.2|. Procedure: To a solution containing 0.54 g of the product obtained in Example 35 in 6 ml dichloromethane 6 ml of 1 molar boron tribromide-dichloromethane solution was added and stirred for 24 h at 20° C. The solvent was evaporated in vacuo and 2 N hydrochloric acid was added to the residue. The product was filtered and washed with water. Recrystallization from isopropanol-water yielded 0.22 g (46%) of the product desired, m.p. 203°-206° C. The reactants are S(N)(=O)(=O)Cl (Sulphamoyl chloride), C1(=CC=CC=C1)C (toluene), ClC=1C=C(CN(C2=CC=C(C#N)C=C2)N2C=NN=C2)C=C(C1O)OC (4-[(3-Chloro-4-hydroxy-5-methoxy-benzyl)-[1,2,4]triazol-4-yl-amino]-benzonitrile). Run in O (water), O (water), C(C)(=O)OCC (Ethyl acetate), CN(C(C)=O)C (N,N-dimethylacetamide). Run at time 18 hour. The product is ClC1=C(C(=CC(=C1)CN(N1C=NN=C1)C1=CC=C(C=C1)C#N)OC)OS(N)(=O)=O (Sulfamic acid 2-chloro-4-{[(4-cyano-phenyl)-[1,2,4]triazol-4-yl-amino]-methyl}-6-methoxy-phenyl ester). As a reaction SMILES: [S:1](Cl)(=[O:4])(=[O:3])[NH2:2].C1(C)C=CC=CC=1.[Cl:13][C:14]1[CH:15]=[C:16]([CH:32]=[C:33]([O:36][CH3:37])[C:34]=1[OH:35])[CH2:17][N:18]([N:27]1[CH:31]=[N:30][N:29]=[CH:28]1)[C:19]1[CH:26]=[CH:25][C:22]([C:23]#[N:24])=[CH:21][CH:20]=1>O.C(OCC)(=O)C.CN(C)C(=O)C>[Cl:13][C:14]1[CH:15]=[C:16]([CH2:17][N:18]([C:19]2[CH:20]=[CH:21][C:22]([C:23]#[N:24])=[CH:25][CH:26]=2)[N:27]2[CH:31]=[N:30][N:29]=[CH:28]2)[CH:32]=[C:33]([O:36][CH3:37])[C:34]=1[O:35][S:1](=[O:4])(=[O:3])[NH2:2]. Reported procedure: Sulphamoyl chloride solution in toluene (3 mL, 0.7 M, 2.1 mmol) was concentrated under reduced pressure (30° C. water bath temperature) to ca. 0.5 mL volume. The residue was cooled to 0° C. (ice bath) and N,N-dimethylacetamide (5 mL) was added. 4-[(3-Chloro-4-hydroxy-5-methoxy-benzyl)-[1,2,4]triazol-4-yl-amino]-benzonitrile (CAB02179, 212 mg, 0.596 mmol) was added to the colourless solution and the mixture was stirred for 18 hours at room temperature. Ethyl acetate (50 mL) and water (30 mL) were... The reactants are [I-].OC(CC[P+](C1=CC=CC=C1)(C1=CC=CC=C1)C1=CC=CC=C1)(CCCCC)C ((3-hydroxy-3-methyloctyl)(triphenyl)phosphonium iodide), C(CCC)[Li] (n-butyllithium), C(C)(=O)O[C@@H]1[C@@H]([C@H](CC1)C=O)CCSC=1SC=C(N1)C(=O)OCC (ethyl 2-({2-[(1R,2S,5S)-2-(acetyloxy)-5-formylcyclopentyl]ethyl}thio)-1,3-thiazole-4-carboxylate), ice water. The solvent is O1CCCC1 (tetrahydrofuran), O1CCCC1 (tetrahydrofuran). The product is C(C)(=O)O[C@@H]1[C@@H]([C@H](CC1)\C=C\CC(CCCCC)(C)O)CCSC=1SC=C(N1)C(=O)OCC (ethyl 2-[(2-{(1R,2S,5R)-2-(acetyloxy)-5-[(1E)-4-hydroxy-4-methyl-1-nonenyl]cyclopentyl}ethyl)thio]-1,3-thiazole-4-carboxylate). The yield is 38.1%. As a reaction SMILES: [I-].[OH:2][C:3]([CH3:30])([CH2:25][CH2:26][CH2:27][CH2:28][CH3:29])[CH2:4][CH2:5][P+](C1C=CC=CC=1)(C1C=CC=CC=1)C1C=CC=CC=1.C([Li])CCC.[C:36]([O:39][C@H:40]1[CH2:44][CH2:43][C@H:42]([CH:45]=O)[C@H:41]1[CH2:47][CH2:48][S:49][C:50]1[S:51][CH:52]=[C:53]([C:55]([O:57][CH2:58][CH3:59])=[O:56])[N:54]=1)(=[O:38])[CH3:37]>O1CCCC1>[C:36]([O:39][C@H:40]1[CH2:44][CH2:43][C@H:42](/[CH:45]=[CH:5]/[CH2:4][C:3]([OH:2])([CH3:30])[CH2:25][CH2:26][CH2:27][CH2:28][CH3:29])[C@H:41]1[CH2:47][CH2:48][S:49][C:50]1[S:51][CH:52]=[C:53]([C:55]([O:57][CH2:58][CH3:59])=[O:56])[N:54]=1)(=[O:38])[CH3:37] |f:0.1|. Procedure: To a solution of (3-hydroxy-3-methyloctyl)(triphenyl)phosphonium iodide (800 mg) in anhydrous tetrahydrofuran (9.00 mL) was added n-butyllithium (1.60M in hexane, 1.90 mL) at room temperature and the solution was stirred for 1 Hour. To the solution was added a solution of the compound 49 (349 mg) in anhydrous tetrahydrofuran (6.00 mL) was slowly added at −78° C. and the solution was stirred for 2 Hours. The solution temperature was risen to room temperature. The reaction solution was poured into... Starting materials: CC(=O)NCC1CN(c2ccc(N3CCC(=C(C#N)C#N)CC3)cc2)C(=O)O1, C[S+](C)(C)=O, CC(C)(C)[O-], CS(C)=O, [I-], [K+]. Yields the product CC(=O)NCC1CN(c2ccc(N3CCC4(CC3)CC4(C#N)C#N)cc2)C(=O)O1. RXN SMILES: [C:1](#[N:2])[C:3]([C:4]#[N:5])=[C:6]1[CH2:7][CH2:8][N:9]([c:12]2[cH:13][cH:14][c:15]([N:18]3[C:19](=[O:28])[O:20][CH:21]([CH2:23][NH:24][C:25]([CH3:26])=[O:27])[CH2:22]3)[cH:16][cH:17]2)[CH2:10][CH2:11]1.[CH3:30][S+:31]([CH3:32])([CH3:33])=[O:34].[CH3:35][C:36]([CH3:37])([O-:38])[CH3:39].[CH3:41][S:42]([CH3:43])=[O:44].[I-:29].[K+:40]>>[C:1](#[N:2])[C:3]1([C:4]#[N:5])[C:6]2([CH2:7][CH2:8][N:9]([c:12]3[cH:13][cH:14][c:15]([N:18]4[C:19](=[O:28])[O:20][CH:21]([CH2:23][NH:24][C:25]([CH3:26])=[O:27])[CH2:22]4)[cH:16][cH:17]3)[CH2:10][CH2:11]2)[CH2:30]1. The reactants are C(C(C)C)Br (isobutyl bromide), C([O-])([O-])=O.[K+].[K+] (potassium carbonate), ClC1=NC(=C2N=CNC2=N1)N1CCOCC1 (2-chloro-6-morpholin-4-yl-9H-purine). Solvent: CN(C=O)C (N,N-Dimethylformamide). Conditions: temperature 80 celsius, time 5 hour. Yields the product ClC1=NC(=C2N=CN(C2=N1)CC(C)C)N1CCOCC1 (2-Chloro-9-isobutyl-6-morpholin-4-yl-9H-purine). Isolated yield 103.4%. RXN SMILES: [CH2:1](Br)[CH:2]([CH3:4])[CH3:3].C(=O)([O-])[O-].[K+].[K+].[Cl:12][C:13]1[N:21]=[C:20]2[C:16]([N:17]=[CH:18][NH:19]2)=[C:15]([N:22]2[CH2:27][CH2:26][O:25][CH2:24][CH2:23]2)[N:14]=1>CN(C)C=O>[Cl:12][C:13]1[N:21]=[C:20]2[C:16]([N:17]=[CH:18][N:19]2[CH2:1][CH:2]([CH3:4])[CH3:3])=[C:15]([N:22]2[CH2:23][CH2:24][O:25][CH2:26][CH2:27]2)[N:14]=1 |f:1.2.3|. Procedure: N,N-Dimethylformamide (60 ml), isobutyl bromide (2 ml, 18 mmol), and potassium carbonate (3 g) were added to 2-chloro-6-morpholin-4-yl-9H-purine (5 g, 17 mmol) and the resulting mixture was stirred at 80° C. for 5 hours. The reaction mixture was cooled and partitioned with ethyl acetate and water and the organic layer was dried over magnesium sulfate. The solvent was evaporated under reduced pressure to give the title compound (5.2 g, 100%) as a pale yellow oil.